This data is from the Open Reaction Database (ORD), a public repository of structured organic reaction records. The task is: describe an organic reaction: reactants, conditions, products, and yield Reactants: CCOC(=O)c1cc(Br)nc2c1c(CC)nn2C(C)C, CCO, [Na+], [OH-]. The product is CCc1nn(C(C)C)c2nc(Br)cc(C(=O)O)c12. RXN SMILES: [Br:1][c:2]1[cH:3][c:4]([C:16](=[O:17])[O:18][CH2:19][CH3:20])[c:5]2[c:6]([n:7]1)[n:8]([CH:13]([CH3:14])[CH3:15])[n:9][c:10]2[CH2:11][CH3:12].[CH3:23][CH2:24][OH:25].[Na+:22].[OH-:21]>>[Br:1][c:2]1[cH:3][c:4]([C:16](=[O:17])[OH:18])[c:5]2[c:6]([n:7]1)[n:8]([CH:13]([CH3:14])[CH3:15])[n:9][c:10]2[CH2:11][CH3:12]. Reactants: COc1cc(C#N)ccc1NC(=O)C1NC(CC(C)(C)C)C2(C(=O)Nc3cc(Cl)ccc32)C1c1cccc(Cl)c1, CS(C)=O, [Na+], [OH-], OO. Product: COc1cc(C(N)=O)ccc1NC(=O)C1NC(CC(C)(C)C)C2(C(=O)Nc3cc(Cl)ccc32)C1c1cccc(Cl)c1. As a reaction SMILES: [C:1](#[N:2])[c:3]1[cH:4][c:5]([O:39][CH3:40])[c:6]([NH:9][C:10](=[O:11])[CH:12]2[CH:13]([c:32]3[cH:33][c:34]([Cl:38])[cH:35][cH:36][cH:37]3)[C:14]3([C:15](=[O:24])[NH:16][c:17]4[cH:18][c:19]([Cl:23])[cH:20][cH:21][c:22]43)[CH:25]([CH2:27][C:28]([CH3:29])([CH3:30])[CH3:31])[NH:26]2)[cH:7][cH:8]1.[CH3:45][S:46]([CH3:47])=[O:48].[Na+:44].[OH-:43].[OH:41][OH:42]>>[C:1]([NH2:2])([c:3]1[cH:4][c:5]([O:39][CH3:40])[c:6]([NH:9][C:10](=[O:11])[CH:12]2[CH:13]([c:32]3[cH:33][c:34]([Cl:38])[cH:35][cH:36][cH:37]3)[C:14]3([C:15](=[O:24])[NH:16][c:17]4[cH:18][c:19]([Cl:23])[cH:20][cH:21][c:22]43)[CH:25]([CH2:27][C:28]([CH3:29])([CH3:30])[CH3:31])[NH:26]2)[cH:7][cH:8]1)=[O:41]. Starting materials: CC(C)(C)c1cc(=C2CCCCC2)c(=C2CCCCC2)c2c1OC(=O)C2O, ClCCl, CC(=O)NC1CCN(C)C(C)(C)C1C, Cc1ccc(S(=O)(=O)O)cc1. Yields the product CC(C)(C)c1cc(=C2CCCCC2)c(=C2CCCCC2)c2c1OC(=O)C2=O. Reaction SMILES: [CH2:1]1[CH2:2][CH2:3][CH2:4][C:5](=[c:7]2[cH:8][c:9]([C:24]([CH3:25])([CH3:26])[CH3:27])[c:10]3[c:11]([c:17]2=[C:18]2[CH2:19][CH2:20][CH2:21][CH2:22][CH2:23]2)[CH:12]([OH:16])[C:13](=[O:15])[O:14]3)[CH2:6]1.[Cl:53][CH2:54][Cl:55].[NH:39]([CH:40]1[CH2:41][CH2:42][N:43]([CH3:44])[C:45]([CH3:46])([CH3:47])[CH:48]1[CH3:49])[C:50]([CH3:51])=[O:52].[c:28]1([CH3:29])[cH:30][cH:31][c:32]([S:33]([OH:34])(=[O:35])=[O:36])[cH:37][cH:38]1>>[CH2:1]1[CH2:2][CH2:3][CH2:4][C:5](=[c:7]2[cH:8][c:9]([C:24]([CH3:25])([CH3:26])[CH3:27])[c:10]3[c:11]([c:17]2=[C:18]2[CH2:19][CH2:20][CH2:21][CH2:22][CH2:23]2)[C:12](=[O:16])[C:13](=[O:15])[O:14]3)[CH2:6]1. The reactants are CO, CC1(C)C(=O)N(CCl)C(=O)c2ccccc21, CC(C)S. The product is CC(C)SCN1C(=O)c2ccccc2C(C)(C)C1=O. Reaction SMILES: [CH3:21][OH:22].[CH3:5][C:6]1([CH3:20])[C:7](=[O:19])[N:8]([CH2:17][Cl:18])[C:9](=[O:16])[c:10]2[cH:11][cH:12][cH:13][cH:14][c:15]21.[CH:1]([CH3:2])([CH3:3])[SH:4]>>[CH:1]([CH3:2])([CH3:3])[S:4][CH2:17][N:8]1[C:7](=[O:19])[C:6]([CH3:5])([CH3:20])[c:15]2[c:10]([cH:11][cH:12][cH:13][cH:14]2)[C:9]1=[O:16].